This data is from the Open Reaction Database (ORD), a public repository of structured organic reaction records. The task is: describe an organic reaction: reactants, conditions, products, and yield Reactants: C1COCCN1, C=CCOc1cc(C#N)ccc1NC(=C[N+](=O)[O-])Nc1ccccc1Br, c1ccc(P(c2ccccc2)(c2ccccc2)[Pd](P(c2ccccc2)(c2ccccc2)c2ccccc2)(P(c2ccccc2)(c2ccccc2)c2ccccc2)P(c2ccccc2)(c2ccccc2)c2ccccc2)cc1. The product is N#Cc1ccc(NC(=C[N+](=O)[O-])Nc2ccccc2Br)c(O)c1. Reaction SMILES: [CH2:27]1[NH:28][CH2:29][CH2:30][O:31][CH2:32]1.[N+:1](=[O:2])([O-:3])[CH:4]=[C:5]([NH:6][c:7]1[c:8]([Br:13])[cH:9][cH:10][cH:11][cH:12]1)[NH:14][c:15]1[c:16]([O:23][CH2:24][CH:25]=[CH2:26])[cH:17][c:18]([C:21]#[N:22])[cH:19][cH:20]1.[cH:33]1[cH:34][cH:35][c:36]([P:37]([Pd:38]([P:39]([c:40]2[cH:41][cH:42][cH:43][cH:44][cH:45]2)([c:46]2[cH:47][cH:48][cH:49][cH:50][cH:51]2)[c:52]2[cH:53][cH:54][cH:55][cH:56][cH:57]2)([P:58]([c:59]2[cH:60][cH:61][cH:62][cH:63][cH:64]2)([c:65]2[cH:66][cH:67][cH:68][cH:69][cH:70]2)[c:71]2[cH:72][cH:73][cH:74][cH:75][cH:76]2)[P:77]([c:78]2[cH:79][cH:80][cH:81][cH:82][cH:83]2)([c:84]2[cH:85][cH:86][cH:87][cH:88][cH:89]2)[c:90]2[cH:91][cH:92][cH:93][cH:94][cH:95]2)([c:96]2[cH:97][cH:98][cH:99][cH:100][cH:101]2)[c:102]2[cH:103][cH:104][cH:105][cH:106][cH:107]2)[cH:108][cH:109]1>>[N+:1](=[O:2])([O-:3])[CH:4]=[C:5]([NH:6][c:7]1[c:8]([Br:13])[cH:9][cH:10][cH:11][cH:12]1)[NH:14][c:15]1[c:16]([OH:23])[cH:17][c:18]([C:21]#[N:22])[cH:19][cH:20]1. Reactants: CC(C)(N)c1ccnc(C(F)(F)F)n1, CC(=O)O, Cc1ccccc1, O=C1CC(c2cccc(OC(F)(F)F)c2)N(c2ccc(C(F)(F)F)cc2)C1=O, CC(NC1=CC(c2cccc(OC(F)(F)F)c2)N(c2ccc(C(F)(F)F)cc2)C1=O)c1ccc(Cl)cc1, O, O=C(O)C(F)(F)F. The product is CC(C)(NC1=CC(c2cccc(OC(F)(F)F)c2)N(c2ccc(C(F)(F)F)cc2)C1=O)c1ccnc(C(F)(F)F)n1. RXN SMILES: [CH3:73][C:74]([CH3:75])([c:76]1[n:77][c:78]([C:82]([F:83])([F:84])[F:85])[n:79][cH:80][cH:81]1)[NH2:86].[CH3:87][C:88](=[O:89])[OH:90].[CH3:92][c:93]1[cH:94][cH:95][cH:96][cH:97][cH:98]1.[F:45][C:46]([O:47][c:48]1[cH:49][c:50]([CH:54]2[CH2:55][C:56](=[O:70])[C:57](=[O:69])[N:58]2[c:59]2[cH:60][cH:61][c:62]([C:65]([F:66])([F:67])[F:68])[cH:63][cH:64]2)[cH:51][cH:52][cH:53]1)([F:71])[F:72].[F:8][C:9]([F:10])([F:11])[c:12]1[cH:13][cH:14][c:15]([N:16]2[CH:17]([c:18]3[cH:19][cH:20][cH:21][c:22]([O:23][C:24]([F:25])([F:26])[F:27])[cH:28]3)[CH:29]=[C:30]([NH:31][CH:32]([c:33]3[cH:34][cH:35][c:36]([Cl:37])[cH:38][cH:39]3)[CH3:40])[C:41]2=[O:42])[cH:43][cH:44]1.[OH2:91].[OH:1][C:2]([C:3]([F:4])([F:5])[F:6])=[O:7]>>[F:45][C:46]([O:47][c:48]1[cH:49][c:50]([CH:54]2[CH:55]=[C:56]([NH:86][C:74]([CH3:73])([CH3:75])[c:76]3[n:77][c:78]([C:82]([F:83])([F:84])[F:85])[n:79][cH:80][cH:81]3)[C:57](=[O:69])[N:58]2[c:59]2[cH:60][cH:61][c:62]([C:65]([F:66])([F:67])[F:68])[cH:63][cH:64]2)[cH:51][cH:52][cH:53]1)([F:71])[F:72]. The product is C(CCC)C=1N(C(=CN1)\C=C\1/N(C(N(C1=O)CCCC)=O)CC=1SC=CC1)CC1=CC=C(C(=O)O)C=C1 (Z-4-[[2-butyl-5-[[1-butyl-2,5-dioxo-3-(2-thienylmethyl)-4-imidazolidinylidene]methyl]-1H-imidazol-1-yl]methyl]benzoic acid). Solvent: FC(C(=O)O)(F)F (trifluoroacetic acid), C(Cl)Cl (methylene chloride), FC(C(=O)O)(F)F (trifluoroacetic acid). Reported procedure: 1,1-dimethylethyl Z-4-[[2-butyl-5-[[1-butyl-2,5-dioxo-3-(2-thienylmethyl)-4-imidazolidinylidene]methyl]-1H-imidazol-1-yl]methyl]-benzoate (1.28 g, 2.26 mmol) was disolved in methylene chloride (25 mL) and trifluoroacetic acid (3.3 mL). After stirring for 16 hours an additional amount of trifluoroacetic acid (3 mL) was added. Stirred for a further 6 hours and then the reaction mixture was evaporated in vacuo. pH 7 buffer was added and the mixture extracted with ethyl acetate. This extract was dri... Run at time 6 hour. RXN SMILES: [CH2:1]([C:5]1[N:6]([CH2:28][C:29]2[CH:41]=[CH:40][C:32]([C:33]([O:35]C(C)(C)C)=[O:34])=[CH:31][CH:30]=2)[C:7](/[CH:10]=[C:11]2\[N:12]([CH2:22][C:23]3[S:24][CH:25]=[CH:26][CH:27]=3)[C:13](=[O:21])[N:14]([CH2:17][CH2:18][CH2:19][CH3:20])[C:15]\2=[O:16])=[CH:8][N:9]=1)[CH2:2][CH2:3][CH3:4]>C(Cl)Cl.FC(F)(F)C(O)=O>[CH2:1]([C:5]1[N:6]([CH2:28][C:29]2[CH:41]=[CH:40][C:32]([C:33]([OH:35])=[O:34])=[CH:31][CH:30]=2)[C:7](/[CH:10]=[C:11]2\[N:12]([CH2:22][C:23]3[S:24][CH:25]=[CH:26][CH:27]=3)[C:13](=[O:21])[N:14]([CH2:17][CH2:18][CH2:19][CH3:20])[C:15]\2=[O:16])=[CH:8][N:9]=1)[CH2:2][CH2:3][CH3:4]. Reactants: C(CCC)C=1N(C(=CN1)\C=C\1/N(C(N(C1=O)CCCC)=O)CC=1SC=CC1)CC1=CC=C(C(=O)OC(C)(C)C)C=C1 (1,1-dimethylethyl Z-4-[[2-butyl-5-[[1-butyl-2,5-dioxo-3-(2-thienylmethyl)-4-imidazolidinylidene]methyl]-1H-imidazol-1-yl]methyl]-benzoate). Reactants: C(C)N1CCC(CCC1)=O (1-ethylhexahydro-4-azepinone), C(=O)OCC (ethyl formate), C(#N)CC(=O)N (cyanoacetamide), [H-].[Na+] (sodium hydride). Yields the product C(#N)C1=CC2=C(CCN(CC2)CC)N=C1O (3-Cyano-2-hydroxy-7-ethyl-6,7,8,9-tetrahydro-5H-pyrido[2,3-d]azepine). As a reaction SMILES: [CH2:1]([N:3]1[CH2:9][CH2:8][CH2:7][C:6](=O)[CH2:5][CH2:4]1)[CH3:2].[CH:11](OCC)=O.[C:16]([CH2:18][C:19]([NH2:21])=[O:20])#[N:17].[H-].[Na+]>>[C:16]([C:18]1[C:19]([OH:20])=[N:21][C:6]2[CH2:5][CH2:4][N:3]([CH2:1][CH3:2])[CH2:9][CH2:8][C:7]=2[CH:11]=1)#[N:17] |f:3.4|. Procedure: Prepared from 1-ethylhexahydro-4-azepinone by reaction with ethyl formate and cyanoacetamide in the presence of sodium hydride. Reactants: C(C)(C)(C)OC(=O)N1CCC(CC1)C(C1=CC(=C(C=C1)OC)Cl)=O (4-(3-chloro-4-methoxy-benzoyl)-piperidine-1-carboxylic acid tert-butylester). The solvent is Cl (HCl). Product: ClC=1C=C(C=CC1OC)C(=O)C1CCNCC1 ((3-Chloro-4-methoxy-phenyl)-piperidin-4-yl-methanone). The yield is 90.3%. Reaction SMILES: C(OC([N:8]1[CH2:13][CH2:12][CH:11]([C:14](=[O:24])[C:15]2[CH:20]=[CH:19][C:18]([O:21][CH3:22])=[C:17]([Cl:23])[CH:16]=2)[CH2:10][CH2:9]1)=O)(C)(C)C>Cl>[Cl:23][C:17]1[CH:16]=[C:15]([C:14]([CH:11]2[CH2:10][CH2:9][NH:8][CH2:13][CH2:12]2)=[O:24])[CH:20]=[CH:19][C:18]=1[O:21][CH3:22]. Procedure: To a solution of 4-(3-chloro-4-methoxy-benzoyl)-piperidine-1-carboxylic acid tert-butylester (1.1 g, 3.1 mmol) in 20 mL of 6N HCl, the reaction mixture was stirred at ambient temperature for 18 hours, then solvent was removed by reduced pressure to yield the title product (0.75 g, 2.8 mmol). MS (ESI) m/z 254.0 (M+H+); HPLC (Novapak 150×3.9 mm C-18 column: mobile phase: 35-90% acetonitrile/water with 0.1% TFA, at 2 mL/min over 2 min.) t 1.39 min.